From a dataset of the Open Reaction Database (ORD), a public repository of structured organic reaction records. describe an organic reaction: reactants, conditions, products, and yield Reactants: COC=1C=C(C(=O)CC#N)C=CC1 (3-methoxybenzoylacetonitrile), C1(=CC=CC=C1)N(C=N)C1=CC=CC=C1 (diphenylformamidine), 2h. Solvent: hexanes, C1(=CC=CC=C1)C (toluene). Run at temperature 100 celsius. Product: COC=1C=C(C(=O)C(C#N)=CNC2=CC=CC=C2)C=CC1 (2-(3-Methoxybenzoyl)-3-phenylamino-acrylonitrile). RXN SMILES: [CH3:1][O:2][C:3]1[CH:4]=[C:5]([CH:11]=[CH:12][CH:13]=1)[C:6]([CH2:8][C:9]#[N:10])=[O:7].[C:14]1([N:20](C2C=CC=CC=2)[CH:21]=N)[CH:19]=[CH:18][CH:17]=[CH:16][CH:15]=1>C1(C)C=CC=CC=1>[CH3:1][O:2][C:3]1[CH:4]=[C:5]([CH:11]=[CH:12][CH:13]=1)[C:6]([C:8](=[CH:21][NH:20][C:14]1[CH:19]=[CH:18][CH:17]=[CH:16][CH:15]=1)[C:9]#[N:10])=[O:7]. Procedure details: A solution of 3-methoxybenzoylacetonitrile (1.20 g, 68.5 mmol, 1.0 eq) and diphenylformamidine (1.34 g, 68.5 mmol, 1.0 eq) in 25 mL of toluene was stirred at room temperature for 2h then heated to 100° C. overnight. The solution was cooled and diluted with hexanes. The resulting solid was filtered and dried to provide the desired product. HPLC (4 minute 10-90 gradient) tR 3.05 min; MS m/z 279.2 [M+H]+. The reactants are C1(CCCCC1)NC1=C(C=C(C=C1)CN1C=NC=C1)[N+](=O)[O-] (N-cyclohexyl-4-(1H-imidazol-1-ylmethyl)-2-nitrobenzenamine), S(=O)([O-])S(=O)[O-].[Na+].[Na+] (sodium dithionite), C(C)O (ethanol). Run in O (water). Product: C1(CCCCC1)NC=1C(=CC(=CC1)CN1C=NC=C1)N (N1 -cyclohexyl-4-(1H-imidazol-1-ylmethyl)-1,2-benzenediamine). Yield: 98.0%. RXN SMILES: [CH:1]1([NH:7][C:8]2[CH:13]=[CH:12][C:11]([CH2:14][N:15]3[CH:19]=[CH:18][N:17]=[CH:16]3)=[CH:10][C:9]=2[N+:20]([O-])=O)[CH2:6][CH2:5][CH2:4][CH2:3][CH2:2]1.S(S([O-])=O)([O-])=O.[Na+].[Na+].C(O)C>O>[CH:1]1([NH:7][C:8]2[C:9]([NH2:20])=[CH:10][C:11]([CH2:14][N:15]3[CH:19]=[CH:18][N:17]=[CH:16]3)=[CH:12][CH:13]=2)[CH2:2][CH2:3][CH2:4][CH2:5][CH2:6]1 |f:1.2.3|. Procedure: A mixture of 7.9 parts of N-cyclohexyl-4-(1H-imidazol-1-ylmethyl)-2-nitrobenzenamine, 22.9 parts of sodium dithionite, 288 parts of ethanol and 240 parts of water was stirred at room temperature. Upon complete reaction, the ethanol layer was evaporated. The aqueous layer was diluted with a potassium carbonate solution. The whole was extracted twice: first with dichloromethane and then with a mixture of trichloromethane and methanol (90:10 by volume). The combined extracts were dried, filtered an... Starting materials: N(=C=S)C1=C2C=C(N=CC2=CC=C1)COC (5-Isothiocyanato-3-methoxymethylisoquinoline), OCCC1NCC2=CC=CC=C2C1 ((RS)-3-(2-hydroxyethyl)-1,2,3,4-tetrahydroisoquinoline). The solvent is C(C)O (ethanol). Run at temperature 20 celsius, time 24 hour. Product: OCCC1N(CC2=CC=CC=C2C1)C(NC1=C2C=C(N=CC2=CC=C1)COC)=S ((RS)-3-(2-Hydroxyethyl)-N-(3-methoxymethylisoquinol-5-yl)-1,2,3,4-tetrahydroisoquinoline-2-carbothioamide). Yield: 64.9%. Reaction SMILES: [N:1]([C:4]1[CH:13]=[CH:12][CH:11]=[C:10]2[C:5]=1[CH:6]=[C:7]([CH2:14][O:15][CH3:16])[N:8]=[CH:9]2)=[C:2]=[S:3].[OH:17][CH2:18][CH2:19][CH:20]1[CH2:29][C:28]2[C:23](=[CH:24][CH:25]=[CH:26][CH:27]=2)[CH2:22][NH:21]1>C(O)C>[OH:17][CH2:18][CH2:19][CH:20]1[CH2:29][C:28]2[C:23](=[CH:24][CH:25]=[CH:26][CH:27]=2)[CH2:22][N:21]1[C:2](=[S:3])[NH:1][C:4]1[CH:13]=[CH:12][CH:11]=[C:10]2[C:5]=1[CH:6]=[C:7]([CH2:14][O:15][CH3:16])[N:8]=[CH:9]2. Reported procedure: 5-Isothiocyanato-3-methoxymethylisoquinoline (18.2 g) is added to a solution of (RS)-3-(2-hydroxyethyl)-1,2,3,4-tetrahydroisoquinoline (14 g) in ethanol (250 cc). The mixture is stirred for 24 hours at a temperature of about 20° C. The precipitate formed is filtered off and washed with ethanol (2×10 cc) and diethyl ether (2×10 cc). (RS)-3-(2-Hydroxyethyl)-N-(3-methoxymethylisoquinol-5-yl)-1,2,3,4-tetrahydroisoquinoline-2-carbothioamide (20.9 g), m.p. 152° C., is thus obtained. The reactants are NC1=NC=C(C(=C1[N+](=O)[O-])N[C@H]1[C@H]([C@@H]2CC[C@H]1O2)C(=O)N)Cl ((1S,2R,3S,4R)-3-(2-amino-5-chloro-3-nitropyridin-4-ylamino)-7-oxabicyclo[2.2.1]heptane-2-carboxamide). Reagents/catalysts: [Ni] (Raney Nickel). Reaction conditions: time 2 hour. Yields the product NC1=NC=C(C(=C1N)NC1C(C2CCC1O2)C(=O)N)Cl (3-(2,3-diamino-5-chloropyridin-4-ylamino)-7-oxabicyclo[2.2.1]heptane-2-carboxamide). Isolated yield 96.1%. RXN SMILES: [NH2:1][C:2]1[C:7]([N+:8]([O-])=O)=[C:6]([NH:11][C@@H:12]2[C@@H:17]3[O:18][C@@H:14]([CH2:15][CH2:16]3)[C@@H:13]2[C:19]([NH2:21])=[O:20])[C:5]([Cl:22])=[CH:4][N:3]=1>[Ni]>[NH2:1][C:2]1[C:7]([NH2:8])=[C:6]([NH:11][CH:12]2[CH:17]3[O:18][CH:14]([CH2:15][CH2:16]3)[CH:13]2[C:19]([NH2:21])=[O:20])[C:5]([Cl:22])=[CH:4][N:3]=1. Reported procedure: To a suspension of Raney Nickel (70 mg) in MeOH (25 ml) (1S,2R,3S,4R)-3-(2-amino-5-chloro-3-nitropyridin-4-ylamino)-7-oxabicyclo[2.2.1]heptane-2-carboxamide (16) (150 mg, 0.458 mmol) was added and the reaction mixture was hydrogenated for 2 h at rt. The reaction mixture was filtered through a bed of celite and the bed was washed well with MeOH. The filtrate was concentrated to afford the product (131 mg, 96%) as a white solid. LCMS (254 nm): [M+H]+ 298.10 (99.9%) Yields the product CCC(CC)Nc1cc(C)nc(Oc2c(C)cc(C)cc2C)c1C(C)O. Reaction SMILES: [CH2:1]([CH3:2])[CH:3]([CH2:4][CH3:5])[NH:6][c:7]1[c:8]([CH:24]=[O:25])[c:9]([O:14][c:15]2[c:16]([CH3:23])[cH:17][c:18]([CH3:22])[cH:19][c:20]2[CH3:21])[n:10][c:11]([CH3:13])[cH:12]1.[CH2:26]1[O:27][CH2:28][CH2:29][CH2:30]1>>[CH2:1]([CH3:2])[CH:3]([CH2:4][CH3:5])[NH:6][c:7]1[c:8]([CH:24]([OH:25])[CH3:26])[c:9]([O:14][c:15]2[c:16]([CH3:23])[cH:17][c:18]([CH3:22])[cH:19][c:20]2[CH3:21])[n:10][c:11]([CH3:13])[cH:12]1. Starting materials: CCC(CC)Nc1cc(C)nc(Oc2c(C)cc(C)cc2C)c1C=O, C1CCOC1. As a reaction SMILES: [CH3:1][N:2]1[C:10]2[CH2:9][CH2:8][CH2:7][CH:6]([CH2:11][C:12](OCC)=[O:13])[C:5]=2[CH:4]=[CH:3]1.[OH-].[Na+]>C1COCC1>[CH3:1][N:2]1[C:10]2[CH2:9][CH2:8][CH2:7][CH:6]([CH2:11][CH2:12][OH:13])[C:5]=2[CH:4]=[CH:3]1 |f:1.2|. Starting materials: [OH-].[Na+] (NaOH), CN1C=CC=2C(CCCC12)CC(=O)OCC (ethyl 2-(1-methyl-4,5,6,7-tetrahydro-1H-indol-4-yl)acetate), AlLiH4. Conditions: time 1 hour. Product: CN1C=CC=2C(CCCC12)CCO (2-(1-methyl-4,5,6,7-tetrahydro-1H-indol-4-yl)ethanol). Solvent: C1CCOC1 (THF), C1CCOC1 (THF). Isolated yield 84.0%. Procedure details: A solution of ethyl 2-(1-methyl-4,5,6,7-tetrahydro-1H-indol-4-yl)acetate (0.22 g, 1.00 mmol) in THF anh. is added slowly over a suspension of AlLiH4 (0.1 g, 2.63 mmol) in THF anh. (10 mL) cooled in an ice bath. The mixture is maintained under stirring at room temperature for 1 hour and then is refluxed for 3 hours. The mixture is hydrolyzed with ice and NaOH (10%), filtered and the solvent is evaporated under reduced pressure. The residue is dissolved in ethyl acetate and washed with water. The ...